Task: describe an organic reaction: reactants, conditions, products, and yield. Dataset: the Open Reaction Database (ORD), a public repository of structured organic reaction records The reactants are ClC1(C(NCC(C1)(C)C)=O)Cl (3,3-dichloro-5,5-dimethyl-2-piperidone), [H][H] (hydrogen), NaOAc-3H2O. The reagents and catalysts are [Pd] (Pd/C). The solvent is CC(=O)O (AcOH). Conditions: time 20 minute. Product: ClC1C(NCC(C1)(C)C)=O (3-Chloro-5,5-dimethyl-2-piperidone), solid. Yield: 59.9%. As a reaction SMILES: [Cl:1][C:2]1(Cl)[CH2:7][C:6]([CH3:9])([CH3:8])[CH2:5][NH:4][C:3]1=[O:10].[H][H]>CC(O)=O.[Pd]>[Cl:1][CH:2]1[CH2:7][C:6]([CH3:9])([CH3:8])[CH2:5][NH:4][C:3]1=[O:10]. Procedure details: To 40.8 g (0.21 mol) of 3,3-dichloro-5,5-dimethyl-2-piperidone dissolved in 410 mL of AcOH was added 10% Pd/C (50% wet, 6.2 g) and NaOAc-3H2O (62.4 g, 0.46 mol) and the mixture was hydrogenated at 300 kPa for 20 min. The pressure of hydrogen was adjusted at 300 kPa every 5 min. The catalyst was removed by filtration and the filtrate concentrated under reduced pressure. CHCl3 (400 mL) and water (300 mL) were added to the residue and the aqueous layer was neutralized with 4 mol/L NaOH. The mixture... As a reaction SMILES: [CH2:29]([SiH:30]([CH2:31][CH3:32])[CH2:33][CH3:34])[CH3:35].[CH3:1][O:2][C:3]([CH:4]([CH:5]([OH:6])[c:7]1[c:8]([C:21]([F:22])([F:23])[F:24])[cH:9][c:10]([O:13][CH2:14][c:15]2[cH:16][cH:17][cH:18][cH:19][cH:20]2)[cH:11][cH:12]1)[O:25][CH2:26][CH3:27])=[O:28].[OH:36][C:37]([C:38]([F:39])([F:40])[F:41])=[O:42]>>[CH3:1][O:2][C:3]([CH:4]([CH2:5][c:7]1[c:8]([C:21]([F:22])([F:23])[F:24])[cH:9][c:10]([O:13][CH2:14][c:15]2[cH:16][cH:17][cH:18][cH:19][cH:20]2)[cH:11][cH:12]1)[O:25][CH2:26][CH3:27])=[O:28]. Reactants: CC[SiH](CC)CC, CCOC(C(=O)OC)C(O)c1ccc(OCc2ccccc2)cc1C(F)(F)F, O=C(O)C(F)(F)F. Yields the product CCOC(Cc1ccc(OCc2ccccc2)cc1C(F)(F)F)C(=O)OC. Starting materials: CN1CCOCC1 (N-methylmorpholine), N1(N=NC2=C1C=CC=C2)C(NC(=O)OCC2=CC=CC=C2)C(=O)O (2-(benzotriazol-1-yl)-N-(benzyloxycarbonyl)glycine), NC1=C(C=CC=C1)C(C(C)C)=O (1-(2-aminophenyl)-2-methyl-1-propanone), C(C(=O)Cl)(=O)Cl (oxalyl chloride), CN(C)C=O (DMF), C(C)(=O)[O-].[NH4+] (ammonium acetate). Run in C1CCOC1 (THF), C1CCOC1 (THF). Reaction conditions: time 1 hour. Product: C(C1=CC=CC=C1)OC(=O)C1C(N(C2=C(C(=N1)C(C)C)C=CC=C2)N)=O (3-(benzyloxycarbonyl)-amino-2,3-dihydro-5-isopropyl-1H-1,4-benzodiazepin-2-one). Reaction SMILES: N1(C(C(O)=O)N[C:12]([O:14][CH2:15][C:16]2[CH:21]=[CH:20][CH:19]=[CH:18][CH:17]=2)=[O:13])C2C=CC=CC=2N=N1.C(Cl)(=O)C(Cl)=O.C[N:32](C=O)C.[NH2:36][C:37]1[CH:42]=[CH:41][CH:40]=[CH:39][C:38]=1[C:43](=O)[CH:44]([CH3:46])[CH3:45].C[N:49]1CC[O:52][CH2:51][CH2:50]1.C([O-])(=O)C.[NH4+]>C1COCC1>[CH2:15]([O:14][C:12]([CH:50]1[N:49]=[C:43]([CH:44]([CH3:46])[CH3:45])[C:38]2[CH:39]=[CH:40][CH:41]=[CH:42][C:37]=2[N:36]([NH2:32])[C:51]1=[O:52])=[O:13])[C:16]1[CH:17]=[CH:18][CH:19]=[CH:20][CH:21]=1 |f:5.6|. Procedure details: A slurry of 2-(benzotriazol-1-yl)-N-(benzyloxycarbonyl)glycine (1.1 equiv.; Katritzky, A. R. et al. J. Org. Chem. 1990, 55, 2206, incorporated herein by reference) in THF (0.3 M) was cooled to 0° C. and treated with oxalyl chloride (1.1 equiv.) in a dropwise manner. To the slurry was added dropwise DMF (0.1 equiv.); stirring was continued at 0° C. for 1 hour. A solution of 1-(2-aminophenyl)-2-methyl-1-propanone (1.0 equiv.; Robl, J. A. Synthesis 1991, 56, incorporated herein by reference) and N-... Reactants: C=CCC1(c2cc(Cc3ccc(CC)cc3)c(Cl)cc2O)OC(COCc2ccccc2)C(OCc2ccccc2)C(OCc2ccccc2)C1OCc1ccccc1, C1CCOC1, B1C2CCCC1CCC2, [Na+], [OH-], O, OO. Product: CCc1ccc(Cc2cc(C3(CCCO)OC(COCc4ccccc4)C(OCc4ccccc4)C(OCc4ccccc4)C3OCc3ccccc3)c(O)cc2Cl)cc1. Reaction SMILES: [CH2:1]([CH:2]=[CH2:3])[C:4]1([c:43]2[c:44]([OH:59])[cH:45][c:46]([Cl:58])[c:47]([CH2:49][c:50]3[cH:51][cH:52][c:53]([CH2:56][CH3:57])[cH:54][cH:55]3)[cH:48]2)[O:5][CH:6]([CH2:34][O:35][CH2:36][c:37]2[cH:38][cH:39][cH:40][cH:41][cH:42]2)[CH:7]([O:26][CH2:27][c:28]2[cH:29][cH:30][cH:31][cH:32][cH:33]2)[CH:8]([O:18][CH2:19][c:20]2[cH:21][cH:22][cH:23][cH:24][cH:25]2)[CH:9]1[O:10][CH2:11][c:12]1[cH:13][cH:14][cH:15][cH:16][cH:17]1.[CH2:73]1[O:74][CH2:75][CH2:76][CH2:77]1.[CH:60]12[CH2:61][CH2:62][CH2:63][CH:64]([BH:65]1)[CH2:66][CH2:67][CH2:68]2.[Na+:70].[OH-:69].[OH2:78].[OH:71][OH:72]>>[CH2:1]([CH2:2][CH2:3][OH:69])[C:4]1([c:43]2[c:44]([OH:59])[cH:45][c:46]([Cl:58])[c:47]([CH2:49][c:50]3[cH:51][cH:52][c:53]([CH2:56][CH3:57])[cH:54][cH:55]3)[cH:48]2)[O:5][CH:6]([CH2:34][O:35][CH2:36][c:37]2[cH:38][cH:39][cH:40][cH:41][cH:42]2)[CH:7]([O:26][CH2:27][c:28]2[cH:29][cH:30][cH:31][cH:32][cH:33]2)[CH:8]([O:18][CH2:19][c:20]2[cH:21][cH:22][cH:23][cH:24][cH:25]2)[CH:9]1[O:10][CH2:11][c:12]1[cH:13][cH:14][cH:15][cH:16][cH:17]1. Reactants: Cl, O=P(Cl)(Cl)Cl, O=c1[nH]c2ccccc2[nH]1. Product: Clc1nc2ccccc2[nH]1. RXN SMILES: [ClH:11].[P:12]([Cl:13])([Cl:14])([Cl:15])=[O:16].[nH:1]1[c:2](=[O:10])[nH:3][c:4]2[c:5]1[cH:6][cH:7][cH:8][cH:9]2>>[n:1]1[c:2]([Cl:11])[nH:3][c:4]2[c:5]1[cH:6][cH:7][cH:8][cH:9]2.